From a dataset of the Open Reaction Database (ORD), a public repository of structured organic reaction records. describe an organic reaction: reactants, conditions, products, and yield The reactants are COCCNC ((2-methoxyethyl)methylamine), C(C)(=O)O (acetic acid), C(C)(=O)O[BH-](OC(C)=O)OC(C)=O.[Na+] (sodium triacetoxyborohydride), CS(=O)(=O)OC1=C2CNC(C2=C(C=C1OC)C=1N(C2=CC=C(C=C2C1)C=O)C(=O)OC(C)(C)C)=O (4-methanesulfonyloxy-5-methoxy-7-[1-(tert-butoxycarbonyl)-5-formylindol-2-yl]isoindolinone). Solvent: C(C)#N (acetonitrile). Yields the product CS(=O)(=O)OC1=C2CNC(C2=C(C=C1OC)C=1N(C2=CC=C(C=C2C1)CN(CCOC)C)C(=O)OC(C)(C)C)=O (4-methanesulfonyloxy-5-methoxy-7-[1-(tert-butoxycarbonyl)-5-[N-(2-methoxyethyl)methylaminomethyl]indol-2-yl]isoindolinone). The yield is 59.7%. As a reaction SMILES: [CH3:1][S:2]([O:5][C:6]1[C:14]([O:15][CH3:16])=[CH:13][C:12]([C:17]2[N:18]([C:28]([O:30][C:31]([CH3:34])([CH3:33])[CH3:32])=[O:29])[C:19]3[C:24]([CH:25]=2)=[CH:23][C:22](C=O)=[CH:21][CH:20]=3)=[C:11]2[C:7]=1[CH2:8][NH:9][C:10]2=[O:35])(=[O:4])=[O:3].[CH3:36][O:37][CH2:38][CH2:39][NH:40][CH3:41].[C:42](O)(=O)C.C(O[BH-](OC(=O)C)OC(=O)C)(=O)C.[Na+]>C(#N)C>[CH3:1][S:2]([O:5][C:6]1[C:14]([O:15][CH3:16])=[CH:13][C:12]([C:17]2[N:18]([C:28]([O:30][C:31]([CH3:33])([CH3:34])[CH3:32])=[O:29])[C:19]3[C:24]([CH:25]=2)=[CH:23][C:22]([CH2:41][N:40]([CH3:42])[CH2:39][CH2:38][O:37][CH3:36])=[CH:21][CH:20]=3)=[C:11]2[C:7]=1[CH2:8][NH:9][C:10]2=[O:35])(=[O:4])=[O:3] |f:3.4|. Reported procedure: In a similar manner to Step 2 of Example 6, 4-methanesulfonyloxy-5-methoxy-7-[1-(tert-butoxycarbonyl)-5-formylindol-2-yl]isoindolinone (856 mg, 1.71 mmol) was dissolved in acetonitrile (17.0 mL), and the solution was treated with (2-methoxyethyl)methylamine (2.76 mL, 25.7 mmol), acetic acid (1.47 mL, 25.7 mmol) and sodium triacetoxyborohydride (1.81 g, 8.56 mmol), followed by purification by flash column chromatography (chloroform/methanol=4/1) to obtain 4-methanesulfonyloxy-5-methoxy-7-[1-(tert... The reactants are COC1=CC=CC2=C1CC(C=1C(=NC=CC1)O2)=O (5,11-dihydro-7-methoxy[1]benzoxepino[2,3-b]pyridin-5-one), [Cl-].[NH4+] (ammonium chloride), C(C)(=O)OCC (ethyl acetate), CCCCCC.C(CCC)[Li] (n-butyl lithium hexane). Reagents/catalysts: [Br-].C[P+](C1=CC=CC=C1)(C1=CC=CC=C1)C1=CC=CC=C1 (methyltriphenylphosphonium bromide). The solvent is C1CCOC1 (THF), C1CCOC1 (THF). Run at temperature 0 celsius, time 3 hour. The product is COC=1C=CC2=C(C(C3=C(CO2)N=CC=C3)=C)C1 (5,11-dihydro-7-methoxy-5-methylenepyrido[2,3-c][1]benzoxepine). Reaction SMILES: [CH3:1]CCCCC.C([Li])CCC.COC1[C:19]2[CH2:20][C:21](=O)[C:22]3[C:23]([O:28][C:18]=2[CH:17]=CC=1)=[N:24][CH:25]=[CH:26][CH:27]=3.[Cl-].[NH4+].[C:32]([O:35][CH2:36][CH3:37])(=O)[CH3:33]>[Br-].C[P+](C1C=CC=CC=1)(C1C=CC=CC=1)C1C=CC=CC=1.C1COCC1>[CH3:23][O:28][C:18]1[CH:17]=[CH:33][C:32]2[O:35][CH2:36][C:37]3[N:24]=[CH:25][CH:26]=[CH:27][C:22]=3[C:21](=[CH2:1])[C:20]=2[CH:19]=1 |f:0.1,3.4,6.7|. Reported procedure: To a solution of methyltriphenylphosphonium bromide (2.2 g) in THF (20 ml) was added 1.6M n-butyl lithium hexane solution (2.9 ml) at 0° C. for 30 minutes. To the reaction mixture cooled to 0° C. was added 5,11-dihydro-7-methoxy[1]benzoxepino[2,3-b]pyridin-5-one (1.0 g) dropwise as THF solution (5 ml), and the mixture was warmed to room temperature, and stirred for 3 hours. Aqueous ammonium chloride and ethyl acetate were added to the reaction mixture, the organic layer was separated and washed ... The product is CC1(C)OCC(Cc2ccccc2)N1C(=O)Cc1ccn(-c2ccc(-c3ccccc3)cc2)c1. As a reaction SMILES: [C:1]([O:2][CH:5]([C:6](=[O:7])[N:8]1[C:9]([CH3:20])([CH3:21])[O:10][CH2:11][CH:12]1[CH2:13][c:14]1[cH:15][cH:16][cH:17][cH:18][cH:19]1)[c:22]1[cH:23][n:24](-[c:27]2[cH:28][cH:29][c:30](-[c:33]3[cH:34][cH:35][cH:36][cH:37][cH:38]3)[cH:31][cH:32]2)[cH:25][cH:26]1)(=[O:3])[CH3:4].[CH3:43][CH2:44][O:45][C:46]([CH3:47])=[O:48].[CH3:52][CH2:53][O:54][C:55]([CH3:56])=[O:57].[CH3:58][CH2:59][OH:60].[CH:39]([O-:40])=[O:41].[Cl:49][CH2:50][Cl:51].[NH4+:42]>>[CH2:5]([C:6](=[O:7])[N:8]1[C:9]([CH3:20])([CH3:21])[O:10][CH2:11][CH:12]1[CH2:13][c:14]1[cH:15][cH:16][cH:17][cH:18][cH:19]1)[c:22]1[cH:23][n:24](-[c:27]2[cH:28][cH:29][c:30](-[c:33]3[cH:34][cH:35][cH:36][cH:37][cH:38]3)[cH:31][cH:32]2)[cH:25][cH:26]1. The reactants are CC(=O)OC(C(=O)N1C(Cc2ccccc2)COC1(C)C)c1ccn(-c2ccc(-c3ccccc3)cc2)c1, CCOC(C)=O, CCOC(C)=O, CCO, O=C[O-], ClCCl, [NH4+].